This data is from the Open Reaction Database (ORD), a public repository of structured organic reaction records. The task is: describe an organic reaction: reactants, conditions, products, and yield Reactants: O (Water), C(=O)([O-])[O-].[K+].[K+] (K2CO3), C(C)OC(C(C)(C)Br)=O (ethyl-2-bromoisobutyrate), C(=O)([O-])[O-].[K+].[K+] (K2CO3), C(C)OC(C(C)(C)Br)=O (ethyl-2-bromoisobutyrate), CS(=O)(=O)N1CCC(CC1)N (1-methanesulfonyl-piperidin-4-ylamine). Run in CN(C)C=O (DMF). Run at time 16 hour. Yields the product C(C)OC(C(C)(C)NC1CCN(CC1)S(=O)(=O)C)=O (2-(1-methanesulfonyl-piperidin-4-ylamino)-2-methyl-propionic acid ethyl ester). Yield: 14.2%. Reaction SMILES: [CH3:1][S:2]([N:5]1[CH2:10][CH2:9][CH:8]([NH2:11])[CH2:7][CH2:6]1)(=[O:4])=[O:3].C([O-])([O-])=O.[K+].[K+].[CH2:18]([O:20][C:21](=[O:26])[C:22](Br)([CH3:24])[CH3:23])[CH3:19].O>CN(C=O)C>[CH2:18]([O:20][C:21](=[O:26])[C:22]([NH:11][CH:8]1[CH2:7][CH2:6][N:5]([S:2]([CH3:1])(=[O:4])=[O:3])[CH2:10][CH2:9]1)([CH3:24])[CH3:23])[CH3:19] |f:1.2.3|. Procedure details: 2.40 g (13.5 mmol) of 1-methanesulfonyl-piperidin-4-ylamine are dissolved in DMF (32.8 mL). 5.58 g (40.4 mmol) of K2CO3, 3.06 mL (20.2 mmol) ethyl-2-bromoisobutyrate and 1.12 g (6.73 mmol) of KI are added at RT. The reaction is stirred 16 h. Additional ethyl-2-bromoisobutyrate (3.06 mL) and KI (1.12 g) are added and the reaction mixture is stirred for further 16 h. Water and sat. aq. K2CO3 solution is added, the aqueous layer extracted with EE. The combined organic layers are dried over MgSO4 an... The reactants are CC(=O)Nc1cc[nH]c(=O)n1, CS(C)=O, FC(F)(F)I, [Fe+2], OO, O=S(=O)(O)O, O=S(=O)([O-])[O-]. Product: CC(=O)Nc1nc(=O)[nH]cc1C(F)(F)F. As a reaction SMILES: [C:1]([CH3:2])(=[O:3])[NH:4][c:5]1[n:6][c:7](=[O:11])[nH:8][cH:9][cH:10]1.[CH3:30][S:31](=[O:32])[CH3:33].[F:17][C:18]([F:19])([F:20])[I:21].[Fe+2:29].[OH:22][OH:23].[S:12](=[O:13])(=[O:14])([OH:15])[OH:16].[S:24]([O-:25])([O-:26])(=[O:27])=[O:28]>>[C:1]([CH3:2])(=[O:3])[NH:4][c:5]1[n:6][c:7](=[O:11])[nH:8][cH:9][c:10]1[C:18]([F:17])([F:19])[F:20].